describe an organic reaction: reactants, conditions, products, and yield From a dataset of the Open Reaction Database (ORD), a public repository of structured organic reaction records. The reactants are C(#N)COC=1C=C(C(=O)NC2CCN(CC2)CC2=CC(=C(C(=C2)OCC)F)OCC)C=C(C1)OC (3-Cyanomethoxy-N-[1-(3,5-diethoxy-4-fluoro-benzyl)-piperidin-4-yl]-5-methoxy-benzamide), C(C)OC(C1=CC(=C(C(=C1)OCC)Cl)OCC)=O.ClC1=C(C=C(CN2CCC(CC2)NC(C2=CC(=CC(=C2)OC)CO)=O)C=C1OCC)OCC (N-[1-(4-Chloro-3,5-diethoxy-benzyl)-piperidin-4-yl]-3-hydroxymethyl-5-methoxy-benzamide 4-Chloro-3,5-diethoxy-benzoic acid ethyl ester), C(#N)[BH3-].[Na+] (sodium cyanoborohydride), C(C)N(C(C)C)C(C)C (N-ethyl-diisopropylamine). The solvent is C(C)O (ethanol), C(C)(=O)O (acetic acid). The product is ClC1=C(C=C(CN2CCC(CC2)NC(C2=CC(=CC(=C2)OC)OCC#N)=O)C=C1OCC)OCC (N-[1-(4-Chloro-3,5-diethoxy-benzyl)-piperidin-4-yl]-3-cyanomethoxy-5-methoxy-benzamide). As a reaction SMILES: [C:1]([CH2:3][O:4][C:5]1[CH:6]=[C:7]([CH:31]=[C:32]([O:34][CH3:35])[CH:33]=1)[C:8]([NH:10][CH:11]1[CH2:16][CH2:15][N:14]([CH2:17][C:18]2[CH:23]=[C:22]([O:24][CH2:25][CH3:26])[C:21](F)=[C:20]([O:28][CH2:29][CH3:30])[CH:19]=2)[CH2:13][CH2:12]1)=[O:9])#[N:2].C(OC(=O)C1C=C(OCC)C([Cl:49])=C(OCC)C=1)C.ClC1C(OCC)=CC(CN2CCC(NC(=O)C3C=C(OC)C=C(CO)C=3)CC2)=CC=1OCC.C([BH3-])#N.[Na+].C(N(C(C)C)C(C)C)C>C(O)C.C(O)(=O)C>[Cl:49][C:21]1[C:22]([O:24][CH2:25][CH3:26])=[CH:23][C:18]([CH2:17][N:14]2[CH2:15][CH2:16][CH:11]([NH:10][C:8](=[O:9])[C:7]3[CH:31]=[C:32]([O:34][CH3:35])[CH:33]=[C:5]([O:4][CH2:3][C:1]#[N:2])[CH:6]=3)[CH2:12][CH2:13]2)=[CH:19][C:20]=1[O:28][CH2:29][CH3:30] |f:1.2,3.4|. Procedure: In analogy to the procedure described in example 50k), 3-cyanomethoxy-5-methoxy-N-piperidin-4-yl-benzamide (example 245) was reacted with 4-chloro-3,5-diethoxy-benzaldehyde (example 219), sodium cyanoborohydride, N-ethyl-diisopropylamine and acetic acid in ethanol at 50° C. to yield the title compound as off-white solid. MS: 502.2 (MH+). Reactants: C(C)(C)(C)OC(=O)N1CCC(CC1)(CC(CO)C)OCOCC1=CC=CC=C1 (tert-butyl-4-((benzyloxy)methoxy)-4-(3-hydroxy-2-methylpropyl)piperidine-1-carboxylate), CC(=O)OI1(C=2C=CC=CC2C(=O)O1)(OC(=O)C)OC(=O)C (Dess-martin reagent). Run in ClCCl (dichloromethane). Product: C(C)(C)(C)OC(=O)N1CCC(CC1)(CC(C=O)C)OCOCC1=CC=CC=C1 (tert-butyl-4-((benzyloxy)methoxy)-4-(2-methyl-3-oxopropyl)piperidine-1-carboxylate). Isolated yield 45.0%. RXN SMILES: [C:1]([O:5][C:6]([N:8]1[CH2:13][CH2:12][C:11]([O:19][CH2:20][O:21][CH2:22][C:23]2[CH:28]=[CH:27][CH:26]=[CH:25][CH:24]=2)([CH2:14][CH:15]([CH3:18])[CH2:16][OH:17])[CH2:10][CH2:9]1)=[O:7])([CH3:4])([CH3:3])[CH3:2].CC(OI1(OC(C)=O)(OC(C)=O)OC(=O)C2C=CC=CC1=2)=O>ClCCl>[C:1]([O:5][C:6]([N:8]1[CH2:9][CH2:10][C:11]([O:19][CH2:20][O:21][CH2:22][C:23]2[CH:24]=[CH:25][CH:26]=[CH:27][CH:28]=2)([CH2:14][CH:15]([CH3:18])[CH:16]=[O:17])[CH2:12][CH2:13]1)=[O:7])([CH3:2])([CH3:3])[CH3:4]. Reported procedure: A mixture of tert-butyl-4-((benzyloxy)methoxy)-4-(3-hydroxy-2-methylpropyl)piperidine-1-carboxylate (1.97 g, 5.0 mmol) and Dess-martin reagent (3.18 g) was stirred in dichloromethane (60 mL) at r.t for 16 hrs. The reaction mixture was quenched by adding 25% sodium bicarbonate solution (100 mL), then the mixture was extracted by EtOAc (60 mL×2). The organic phase was combined and concentrated to give a residue, which was further purified by a standard method to give the product (0.88 g). LC-MS: m... Reactants: N1N=CC=C1 (pyrazole), [NH4+].[Cl-] (NH4Cl), [H-].[Na+] (NaH), ClC1=NC=C(C(=O)OC)C=C1 (Methyl 6-chloronicotinate). Solvent: CS(=O)C (DMSO). Reaction conditions: time 30 minute. The product is COC(C1=CN=C(C=C1)N1N=CC=C1)=O (6-Pyrazol-1-yl-nicotinic acid methyl ester). Yield: 93.0%. As a reaction SMILES: [NH:1]1[CH:5]=[CH:4][CH:3]=[N:2]1.[H-].[Na+].Cl[C:9]1[CH:18]=[CH:17][C:12]([C:13]([O:15][CH3:16])=[O:14])=[CH:11][N:10]=1.[NH4+].[Cl-]>CS(C)=O>[CH3:16][O:15][C:13](=[O:14])[C:12]1[CH:17]=[CH:18][C:9]([N:1]2[CH:5]=[CH:4][CH:3]=[N:2]2)=[N:10][CH:11]=1 |f:1.2,4.5|. Reported procedure: To a solution of pyrazole (19.4 g, 0.28 mol) in 100 mL anhydrous DMSO, which was at a temperature of 0° C., was added NaH (7.5 g, 0.3 mol) gradually over a period of 30 min. The resulting reaction mixture was allowed to warm to room temperature, at which the mixture continued to agitate for an additional 30 min. Methyl 6-chloronicotinate (35 g, 0.2 mol) was added to the stirring reaction mixture and agitated vigorously for a period of 6 hr. The reaction mixture was subsequently cooled to a tempe... Starting materials: NC1=C2N=C(N(C2=NC(=N1)SCC1OCCO1)CC1=CC=CC=C1)O (6-Amino-9-benzyl-2-(1,3-dioxolan-2-yl-methyl)thio-8-hydroxypurine), C(O)([O-])=O.[Na+] (sodium hydrogen carbonate). The solvent is Cl (hydrochloric acid), O1CCCC1 (tetrahydrofuran). Conditions: temperature 70 celsius, time 7 hour. The product is NC1=C2N=C(N(C2=NC(=N1)SCC=O)CC1=CC=CC=C1)O (6-Amino-9-benzyl-8-hydroxy-2-(formylmethylthio)purine). Yield: 44.9%. RXN SMILES: [NH2:1][C:2]1[N:10]=[C:9]([S:11][CH2:12][CH:13]2OCC[O:14]2)[N:8]=[C:7]2[C:3]=1[N:4]=[C:5]([OH:25])[N:6]2[CH2:18][C:19]1[CH:24]=[CH:23][CH:22]=[CH:21][CH:20]=1.C(=O)([O-])O.[Na+]>Cl.O1CCCC1>[NH2:1][C:2]1[N:10]=[C:9]([S:11][CH2:12][CH:13]=[O:14])[N:8]=[C:7]2[C:3]=1[N:4]=[C:5]([OH:25])[N:6]2[CH2:18][C:19]1[CH:24]=[CH:23][CH:22]=[CH:21][CH:20]=1 |f:1.2|. Procedure details: 6-Amino-9-benzyl-2-(1,3-dioxolan-2-yl-methyl)thio-8-hydroxypurine (44 mg, 0.12 mmol) was dissolved in a mixture of 3.3N hydrochloric acid (1 ml) and tetrahydrofuran (4 ml). The solution was stirred at 70° C. for 7 hours and then neutralized with aqueous sodium hydrogen carbonate. After removal of tetrahydrofuran in vacuo, the resulting crystals were filtered, washed with water and repulped in methanol to give the subject compound (17 mg, yield 44%). The reactants are CC1(C=2C=CC(=CC2C(=CC1)C1=CC=C(C=C1)OC)C#CC1=CC=C(C(=O)OCC)C=C1)C (ethyl 4-[(5,6-dihydro-5,5-dimethyl-8-(4-methoxyphenyl)-2-naphthalenyl)ethynyl]benzoate), CC1(C=2C=CC(=CC2C(=CC1)C1=CC=C(C=C1)OC)C#CC1=CC=C(C(=O)OCC)C=C1)C (ethyl 4-[(5,6-dihydro-5,5-dimethyl-8-(4-methoxyphenyl)-2-naphthalenyl)ethynyl]benzoate), [OH-].[Na+] (NaOH). Run in CCO (EtOH), C1CCOC1 (THF). Reaction conditions: temperature 50 celsius. The product is CC1(C=2C=CC(=CC2C(=CC1)C1=CC=C(C=C1)OC)C#CC1=CC=C(C(=O)O)C=C1)C (4-[(5,6-Dihydro-5,5-dimethyl-8-(4-methoxypbenyl)2-naphthalenyl)ethynyl]benzoic acid). Reaction SMILES: [CH3:1][C:2]1([CH3:33])[CH2:11][CH:10]=[C:9]([C:12]2[CH:17]=[CH:16][C:15]([O:18][CH3:19])=[CH:14][CH:13]=2)[C:8]2[CH:7]=[C:6]([C:20]#[C:21][C:22]3[CH:32]=[CH:31][C:25]([C:26]([O:28]CC)=[O:27])=[CH:24][CH:23]=3)[CH:5]=[CH:4][C:3]1=2.[OH-].[Na+]>CCO.C1COCC1>[CH3:1][C:2]1([CH3:33])[CH2:11][CH:10]=[C:9]([C:12]2[CH:17]=[CH:16][C:15]([O:18][CH3:19])=[CH:14][CH:13]=2)[C:8]2[CH:7]=[C:6]([C:20]#[C:21][C:22]3[CH:23]=[CH:24][C:25]([C:26]([OH:28])=[O:27])=[CH:31][CH:32]=3)[CH:5]=[CH:4][C:3]1=2 |f:1.2|. Procedure: To a solution of ethyl 4-[(5,6-dihydro-5,5-dimethyl-8-(4-methoxyphenyl)-2-naphthalenyl)ethynyl]benzoate (Compound 8) 80.0 mg (0.183 mmol) in 3 ml of EtOH and 2 ml of THF was added 40.0 mg (1.00 mmol, 1.0 ml) of NaOH (1.0 M aqueous solution). The solution was heated to 50° C. for 2 hours, cooled to room temperature, and acidified with 10% HCI. Extraction with EtOAc, followed by drying over Na2SO4, and removal of the solvents under reduced pressure afforded the title compound as a colorless solid.... The reactants are CC(=O)O, [BH3-]C#N, C=O, COC(=O)C1CCC(NCC2CCCN2C(=O)Cc2ccc(NC(=O)Nc3ccccc3C)c(OC)c2)CC1, CO, [Na+]. The product is COC(=O)C1CCC(N(C)CC2CCCN2C(=O)Cc2ccc(NC(=O)Nc3ccccc3C)c(OC)c2)CC1. RXN SMILES: [C:42]([OH:43])(=[O:44])[CH3:45].[C:46]([BH3-:47])#[N:48].[CH2:40]=[O:41].[CH3:1][O:2][c:3]1[cH:4][c:5]([CH2:20][C:21](=[O:22])[N:23]2[CH:24]([CH2:28][NH:29][CH:30]3[CH2:31][CH2:32][CH:33]([C:36](=[O:37])[O:38][CH3:39])[CH2:34][CH2:35]3)[CH2:25][CH2:26][CH2:27]2)[cH:6][cH:7][c:8]1[NH:9][C:10](=[O:11])[NH:12][c:13]1[c:14]([CH3:19])[cH:15][cH:16][cH:17][cH:18]1.[CH3:50][OH:51].[Na+:49]>>[CH3:1][O:2][c:3]1[cH:4][c:5]([CH2:20][C:21](=[O:22])[N:23]2[CH:24]([CH2:28][N:29]([CH:30]3[CH2:31][CH2:32][CH:33]([C:36](=[O:37])[O:38][CH3:39])[CH2:34][CH2:35]3)[CH3:42])[CH2:25][CH2:26][CH2:27]2)[cH:6][cH:7][c:8]1[NH:9][C:10](=[O:11])[NH:12][c:13]1[c:14]([CH3:19])[cH:15][cH:16][cH:17][cH:18]1. The reactants are CC(C)(C)OC(=O)NC(CO)COc1noc2ccc(Cl)cc12, ClCCl, O=C=NS(=O)(=O)Cl. The product is CC(C)(C)OC(=O)NC(COC(N)=O)COc1noc2ccc(Cl)cc12. Reaction SMILES: [C:1]([CH3:2])([CH3:3])([CH3:4])[O:5][C:6](=[O:7])[NH:8][CH:9]([CH2:10][O:11][c:12]1[n:13][o:14][c:15]2[c:16]1[cH:17][c:18]([Cl:21])[cH:19][cH:20]2)[CH2:22][OH:23].[CH2:31]([Cl:32])[Cl:33].[Cl:24][S:25](=[O:26])(=[O:27])[N:28]=[C:29]=[O:30]>>[C:1]([CH3:2])([CH3:3])([CH3:4])[O:5][C:6](=[O:7])[NH:8][CH:9]([CH2:10][O:11][c:12]1[n:13][o:14][c:15]2[c:16]1[cH:17][c:18]([Cl:21])[cH:19][cH:20]2)[CH2:22][O:23][C:29]([NH2:28])=[O:30]. Starting materials: O=C(O)c1cc(Br)ccc1Br, CC(=O)[O-], CC(=O)[O-], CC(=O)O, [Cu+2], [K+], [K+], CCn1nccc1N, O=C([O-])[O-], CN(C)C=O, O. The product is CCn1nccc1Nc1ccc(Br)cc1C(=O)O. Reaction SMILES: [Br:1][c:2]1[c:3]([C:4](=[O:5])[OH:6])[cH:7][c:8]([Br:11])[cH:9][cH:10]1.[C:31]([O-:32])(=[O:33])[CH3:34].[C:36]([O-:37])(=[O:38])[CH3:39].[CH3:40][C:41](=[O:42])[OH:43].[Cu+2:35].[K+:25].[K+:26].[NH2:17][c:18]1[cH:19][cH:20][n:21][n:22]1[CH2:23][CH3:24].[O-:27][C:28]([O-:29])=[O:30].[O:12]=[CH:13][N:14]([CH3:15])[CH3:16].[OH2:44]>>[c:2]1([NH:17][c:18]2[cH:19][cH:20][n:21][n:22]2[CH2:23][CH3:24])[c:3]([C:4](=[O:5])[OH:6])[cH:7][c:8]([Br:11])[cH:9][cH:10]1.